From a dataset of the Open Reaction Database (ORD), a public repository of structured organic reaction records. describe an organic reaction: reactants, conditions, products, and yield Starting materials: CN1C(=O)c2c(ncn2Cc2ccccc2)N2C1=NC1CCCC12, COc1ccc(P2(=S)SP(=S)(c3ccc(OC)cc3)S2)cc1, Cc1ccccc1C. Product: CN1C(=S)c2c(ncn2Cc2ccccc2)N2C1=NC1CCCC12. As a reaction SMILES: [CH3:1][N:2]1[C:3]2=[N:21][CH:20]3[CH:19]([N:4]2[c:5]2[n:6][cH:7][n:8]([CH2:12][c:13]4[cH:14][cH:15][cH:16][cH:17][cH:18]4)[c:9]2[C:10]1=[O:11])[CH2:24][CH2:23][CH2:22]3.[CH3:25][O:26][c:27]1[cH:28][cH:29][c:30]([P:31]2(=[S:34])[S:32][P:33]([c:35]3[cH:36][cH:37][c:38]([O:39][CH3:40])[cH:41][cH:42]3)(=[S:43])[S:44]2)[cH:45][cH:46]1.[c:47]1([CH3:48])[c:49]([CH3:50])[cH:51][cH:52][cH:53][cH:54]1>>[CH3:1][N:2]1[C:3]2=[N:21][CH:20]3[CH:19]([N:4]2[c:5]2[n:6][cH:7][n:8]([CH2:12][c:13]4[cH:14][cH:15][cH:16][cH:17][cH:18]4)[c:9]2[C:10]1=[S:34])[CH2:24][CH2:23][CH2:22]3. Reactants: ClC=1C=CC(=C(C(=O)O)C1)NC1=CC(=NC=C1Cl)NC1=CC(=NN1C(C)C)C (5-chloro-2-[(5-chloro-2-{[3-methyl-1-(1-methylethyl)-1H-pyrazol-5-yl]amino}-4-pyridinyl)amino]benzoic acid), C=1C=CC2=C(C1)N=NN2O (HOBT), C(CCl)Cl (EDC), o-methoxylamine hydrochloride, CCN(C(C)C)C(C)C (DIEA). Solvent: O (Water), CN(C=O)C (N,N-dimethylformamide), C(C)(=O)O (acetic acid). Conditions: temperature 0 celsius, time 30 minute. The product is ClC=1C=CC(=C(C(=O)NOC)C1)NC1=CC(=NC=C1Cl)NC1=CC(=NN1C(C)C)C (5-Chloro-2-[(5-chloro-2-{[3-methyl-1-(1-methylethyl)-1H-pyrazol-5-yl]amino}-4-pyridinyl)amino]-N-(methyloxy)benzamide). Yield: 26.8%. RXN SMILES: [Cl:1][C:2]1[CH:3]=[CH:4][C:5]([NH:11][C:12]2[C:17]([Cl:18])=[CH:16][N:15]=[C:14]([NH:19][C:20]3[N:24]([CH:25]([CH3:27])[CH3:26])[N:23]=[C:22]([CH3:28])[CH:21]=3)[CH:13]=2)=[C:6]([CH:10]=1)[C:7]([OH:9])=O.C1C=CC2[N:37]([OH:38])N=NC=2C=1.[CH2:39](Cl)CCl.CCN(C(C)C)C(C)C>CN(C)C=O.C(O)(=O)C.O>[Cl:1][C:2]1[CH:3]=[CH:4][C:5]([NH:11][C:12]2[C:17]([Cl:18])=[CH:16][N:15]=[C:14]([NH:19][C:20]3[N:24]([CH:25]([CH3:27])[CH3:26])[N:23]=[C:22]([CH3:28])[CH:21]=3)[CH:13]=2)=[C:6]([CH:10]=1)[C:7]([NH:37][O:38][CH3:39])=[O:9]. Reported procedure: To a solution of 5-chloro-2-[(5-chloro-2-{[3-methyl-1-(1-methylethyl)-1H-pyrazol-5-yl]amino}-4-pyridinyl)amino]benzoic acid (830 mg, 1.975 mmol) in N,N-dimethylformamide (20 mL) was added HOBT (363 mg, 2.370 mmol) and EDC (454 mg, 2.370 mmol) and the reaction mixture was stirred for 30 min. To this solution was added o-methoxylamine hydrochloride (198 mg, 2.370 mmol) and after 30 min the mixture was cooled to 0° C. DIEA (1.032 mL, 5.92 mmol) was added. The reaction mixture was stirred at the roo... Reactants: ( 1 ), C12C(C3CC(CC(C1)C3)C2)=O (adamantanone), TiCl3, [Na] (sodium), C12C(C3CC(CC(C1)C3)C2)=O (adamantanone). Reagents/catalysts: [Cl-].[Cl-].[Cl-].[Ti+3] (Titanium trichloride). The solvent is hexanes, O1CCOCC1 (1,4-dioxane). Yields the product olefin, C12C(C3CC(CC(C1)C3)C2)=C2C3CC1CC(CC2C1)C3 (adamantylideneadamantane). Yield: 97.0%. RXN SMILES: [CH:1]12[CH2:10][CH:5]3[CH2:6][CH:7]([CH2:9][CH:3]([CH2:4]3)[C:2]1=O)[CH2:8]2.[Na]>[Cl-].[Cl-].[Cl-].[Ti+3].O1CCOCC1>[CH:1]12[CH2:10][CH:5]3[CH2:6][CH:7]([CH2:9][CH:3]([CH2:4]3)[C:2]1=[C:2]1[CH:3]3[CH2:9][CH:7]4[CH2:6][CH:5]([CH2:10][CH:1]1[CH2:8]4)[CH2:4]3)[CH2:8]2 |f:2.3.4.5,^1:11|. Procedure details: One (1) part of adamantanone was treated with 1.5 parts of TiCl3 and 4.5 parts Na. Titanium trichloride (2.314 grams, 15.0 mmol) was weighed into a 3-necked flask in an argon glove bag. The flask was cooled over ice, and 25 ml of dry 1,4-dioxane was added with stirring. Small (about 5 mm) chunks of Na metal were added (1.035 grams, 45.0 mmol). The mixture refluxed with stirring under an argon blanket for 45 minutes. No sodium particles were visible. The adamantanone (1.502 grams, 10.0 mmol) was ... Starting materials: CC(C)O (2-Propanol), BrC1=CC(=C(S1)Cl)CC1=CC=C(C=C1)O (4-((5-bromo-2-chlorothiophen-3-yl)methyl)phenol), C1=CC=C(C=C1)P(C2=CC=CC=C2)C3=CC=CC=C3 (PPh3), CC(C)OC(=O)/N=N/C(=O)OC(C)C (DIAD). Run in C1CCOC1 (THF). Run at time 30 minute. The product is BrC1=CC(=C(S1)Cl)CC1=CC=C(C=C1)OC(C)C (5-bromo-2-chloro-3-(4-isopropoxybenzyl)thiophene). The yield is 80.3%. RXN SMILES: [Br:1][C:2]1[S:6][C:5]([Cl:7])=[C:4]([CH2:8][C:9]2[CH:14]=[CH:13][C:12]([OH:15])=[CH:11][CH:10]=2)[CH:3]=1.[CH:16]1[CH:21]=CC(P(C2C=CC=CC=2)C2C=CC=CC=2)=C[CH:17]=1.CC(OC(/N=N/C(OC(C)C)=O)=O)C.CC(O)C>C1COCC1>[Br:1][C:2]1[S:6][C:5]([Cl:7])=[C:4]([CH2:8][C:9]2[CH:14]=[CH:13][C:12]([O:15][CH:16]([CH3:21])[CH3:17])=[CH:11][CH:10]=2)[CH:3]=1. Procedure details: To a solution of phenol 4 (1 g, 3.29 mmol) and PPh3 (1.8 g, 6.58 mmol) in THF (25 mL) was added DIAD (1.3 mL, 6.58 mmol) at room temperature. The mixture was stirred at room temperature for 30 min. 2-Propanol (0.4 mL, 4.94 mmol) was added to the reaction mixture. The reaction mixture was stirred at room temperature for 20 hours. The mixture was extracted with EtOAc/H2O (50 mL/50 mL) and was dried over MgSO4, filtered, and concentrated in vacuo. The residue was purified by silica column chromatog... Reactants: FC=1C=CC(=C(C1)C=1C(=CC(=CC1)[N+](=O)[O-])C(=O)OC)OC (methyl 5'-fluoro-2'-methoxy-4-nitro-2-biphenylcarboxylate), BrC1=C(C(=O)OCC)C=C(C=C1)[N+](=O)[O-] (ethyl 2-bromo-5-nitrobenzoate), COC1=C(C=C(C=C1)OC)B(O)O (2,5-dimethoxyphenylboronic acid). Reagents/catalysts: C=1C=CC(=CC1)[P](C=2C=CC=CC2)(C=3C=CC=CC3)[Pd]([P](C=4C=CC=CC4)(C=5C=CC=CC5)C=6C=CC=CC6)([P](C=7C=CC=CC7)(C=8C=CC=CC8)C=9C=CC=CC9)[P](C=1C=CC=CC1)(C=1C=CC=CC1)C=1C=CC=CC1 ((PPh3)4Pd). The product is COC1=C(C=C(C=C1)OC)C=1C(=CC(=CC1)[N+](=O)[O-])C(=O)OC (methyl (2', 5'-dimethoxy-4-nitro-2-biphenylcarboxylate)). Isolated yield 69.0%. As a reaction SMILES: F[C:2]1[CH:3]=[CH:4][C:5]([O:21][CH3:22])=[C:6]([C:8]2[C:9]([C:17]([O:19][CH3:20])=[O:18])=[CH:10][C:11]([N+:14]([O-:16])=[O:15])=[CH:12][CH:13]=2)[CH:7]=1.BrC1C=CC([N+]([O-])=O)=CC=1[C:26](OCC)=[O:27].COC1C=CC(OC)=CC=1B(O)O>C1C=CC([P]([Pd]([P](C2C=CC=CC=2)(C2C=CC=CC=2)C2C=CC=CC=2)([P](C2C=CC=CC=2)(C2C=CC=CC=2)C2C=CC=CC=2)[P](C2C=CC=CC=2)(C2C=CC=CC=2)C2C=CC=CC=2)(C2C=CC=CC=2)C2C=CC=CC=2)=CC=1>[CH3:22][O:21][C:5]1[CH:4]=[CH:3][C:2]([O:27][CH3:26])=[CH:7][C:6]=1[C:8]1[C:9]([C:17]([O:19][CH3:20])=[O:18])=[CH:10][C:11]([N+:14]([O-:16])=[O:15])=[CH:12][CH:13]=1 |^1:54,56,75,94|. Reported procedure: This compound was prepared in a manner similar to that of methyl 5'-fluoro-2'-methoxy-4-nitro-2-biphenylcarboxylate (EXAMPLE 107) from ethyl 2-bromo-5-nitrobenzoate (2.46 g, 9.46 mmol), (PPh3)4Pd (0.33 g, 0.28 mmol), and 2,5-dimethoxyphenylboronic acid (2.42 g, 13.3 mmol) to afford 2.08 g (69%) of methyl (2', 5'-dimethoxy-4-nitro-2-biphenylcarboxylate) as a white solid. Data for methyl (2',5'-dimethoxy-4-nitro-2-biphenylcarboxylate): 1H NMR (400 MHz, CDCl3) 8.70 (d, J=2.4, 1H), 8.37 (dd, J=8.4, ...